This data is from the Open Reaction Database (ORD), a public repository of structured organic reaction records. The task is: describe an organic reaction: reactants, conditions, products, and yield The reactants are O.NN (Hydrazine monohydrate), ClC1=NC=CC(=C1C(C(C)C)=O)Cl (1-(2,4-dichloropyridin-3-yl)-2-methylpropan-1-one). Run in C1CCOC1 (THF). Reaction conditions: time 12 hour. Product: ClC1=NC=CC2=C1C(=NN2)C(C)C (4-Chloro-3-isopropyl-1H-pyrazolo[4,3-c]pyridine). Isolated yield 66.0%. RXN SMILES: O.[NH2:2][NH2:3].[Cl:4][C:5]1[C:10]([C:11](=O)[CH:12]([CH3:14])[CH3:13])=[C:9](Cl)[CH:8]=[CH:7][N:6]=1>C1COCC1>[Cl:4][C:5]1[C:10]2[C:11]([CH:12]([CH3:14])[CH3:13])=[N:2][NH:3][C:9]=2[CH:8]=[CH:7][N:6]=1 |f:0.1|. Reported procedure: Normal-butyllithium (a 1.6 M solution in hexane, 8.13 mL) was dropwise added to a solution of N,N-diisopropylamine (1.99 mL) in THF (30 mL) at −78° C. under a nitrogen atmosphere, followed by increasing the temperature to 0° C. Then, the solution was cooled to −78° C., and a solution of 2,4-dichloropyridine (1.0 g) in THF (3 mL) wad dropwise added thereto at −78° C., followed by stirring for 1.5 hr. Then, a solution of isobutylaldehyde (1.85 mL) in THF (3 mL) was dropwise added to the reaction s... Starting materials: C([O-])([O-])=O.[Na+].[Na+] (sodium carbonate), ClC1=CC=NC2=CC(=CC=C12)C(F)(F)F (4-chloro-7-(trifluoromethyl)quinoline), N1(C=CC=C1)N (1H-pyrrol-1-amine), O (water). The solvent is C(C)(C)O (isopropanol). The product is Cl.N1(C=CC=C1)NC1=CC=NC2=CC(=CC=C12)C(F)(F)F (N-(1H-Pyrrol-1-yl)-7-trifluoromethyl-4-quinolinamine hydrochloride). Yield: 35.4%. RXN SMILES: [Cl:1][C:2]1[C:11]2[C:6](=[CH:7][C:8]([C:12]([F:15])([F:14])[F:13])=[CH:9][CH:10]=2)[N:5]=[CH:4][CH:3]=1.[N:16]1([NH2:21])[CH:20]=[CH:19][CH:18]=[CH:17]1.O.C(=O)([O-])[O-].[Na+].[Na+]>C(O)(C)C>[ClH:1].[N:16]1([NH:21][C:2]2[C:11]3[C:6](=[CH:7][C:8]([C:12]([F:15])([F:14])[F:13])=[CH:9][CH:10]=3)[N:5]=[CH:4][CH:3]=2)[CH:20]=[CH:19][CH:18]=[CH:17]1 |f:3.4.5,7.8|. Reported procedure: A solution of 4-chloro-7-(trifluoromethyl)quinoline (5 g) and 1H-pyrrol-1-amine (2.1 g) in 100 ml of isopropanol containing 1 ml saturated ether/HCl was stirred for thirty minutes at reflux, and thereafter was cooled, stirred with water, basified with sodium carbonate and extracted with ether. The organic extract was washed successively with water and saturated sodium chloride solution, dried (anhy. MgSO4), filtered and concentrated to 6.5 g solid. This was converted to the hydrochloride salt an...